Dataset: the Open Reaction Database (ORD), a public repository of structured organic reaction records. Task: describe an organic reaction: reactants, conditions, products, and yield Starting materials: C(C)(C)(C)OC(=O)NC(C(=O)OC)CC(C(C)=O)C1=CC=C(C=C1)Cl (methyl 2-[(tert-butoxycarbonyl)amino]-4-(4-chlorophenyl)-5-oxohexanoate), C(C)(=O)[O-].[NH4+] (ammonium acetate), C(C)(=O)O (acetic acid), C(#N)[BH3-].[Na+] (sodium cyanoborohydride), C([O-])([O-])=O.[K+].[K+] (potassium carbonate), C([O-])(O)=O.[Na+] (sodium bicarbonate). Solvent: O (Water), CO (methanol), C(C)O (Ethanol), O (water). Conditions: temperature 60 celsius, time 1.5 hour. Yields the product C(C)(C)(C)OC(NC1C(NC(C(C1)C1=CC=C(C=C1)Cl)C)=O)=O (tert-Butyl[5-(4-chlorophenyl)-6-methyl-2-oxopiperidin-3-yl]carbamate). RXN SMILES: [C:1]([O:5][C:6]([NH:8][CH:9]([CH2:14][CH:15]([C:19]1[CH:24]=[CH:23][C:22]([Cl:25])=[CH:21][CH:20]=1)[C:16](=O)[CH3:17])[C:10](OC)=[O:11])=[O:7])([CH3:4])([CH3:3])[CH3:2].C([O-])(=O)C.[NH4+].C(O)(=O)C.C([BH3-])#[N:36].[Na+].C(=O)(O)[O-].[Na+].C(=O)([O-])[O-].[K+].[K+]>CO.O.C(O)C>[C:1]([O:5][C:6](=[O:7])[NH:8][CH:9]1[CH2:14][CH:15]([C:19]2[CH:24]=[CH:23][C:22]([Cl:25])=[CH:21][CH:20]=2)[CH:16]([CH3:17])[NH:36][C:10]1=[O:11])([CH3:4])([CH3:3])[CH3:2] |f:1.2,4.5,6.7,8.9.10|. Procedure: To a solution of methyl 2-[(tert-butoxycarbonyl)amino]-4-(4-chlorophenyl)-5-oxohexanoate (21.6 g, 58.4 mmol) in methanol (200 mL) were added ammonium acetate (45.0 g, 58.4 mmol), acetic acid (50.2 mL, 876 mmol), and sodium cyanoborohydride (5.51 g, 88 mmol). The mixture was heated at 60° C. for a total of 4 h. The mixture was then allowed to cool to ambient temperature and sodium bicarbonate and water were added. The mixture was extracted with ethyl acetate (3×). The combined organic extracts we...